Dataset: the Open Reaction Database (ORD), a public repository of structured organic reaction records. Task: describe an organic reaction: reactants, conditions, products, and yield Starting materials: FC1=C(C=CC(=C1)C(NC(C)C)=O)N1CCN(CC1)C(=O)OC(C)(C)C (tert-Butyl 4-(2-fluoro-4-(isopropylcarbamoyl)phenyl)piperazine-1-carboxylate). Run in Cl (HCl), O1CCOCC1 (dioxane), C(C)OCC (ethyl ether). Run at time 30 minute. The product is FC=1C=C(C(=O)NC(C)C)C=CC1N1CCNCC1 (3-Fluoro-N-isopropyl-4-(piperazin-1-yl)benzamide). RXN SMILES: [F:1][C:2]1[CH:7]=[C:6]([C:8](=[O:13])[NH:9][CH:10]([CH3:12])[CH3:11])[CH:5]=[CH:4][C:3]=1[N:14]1[CH2:19][CH2:18][N:17](C(OC(C)(C)C)=O)[CH2:16][CH2:15]1>Cl.O1CCOCC1.C(OCC)C>[F:1][C:2]1[CH:7]=[C:6]([CH:5]=[CH:4][C:3]=1[N:14]1[CH2:15][CH2:16][NH:17][CH2:18][CH2:19]1)[C:8]([NH:9][CH:10]([CH3:12])[CH3:11])=[O:13]. Procedure: tert-butyl 4-(2-fluoro-4-(isopropylcarbamoyl)phenyl)piperazine-1-carboxylate 303 (1.10 g, 3.01 mmol) was diluted with 4.0M HCl in dioxane (3 mL) and stirred for 30 min. The thick white precipitate that formed was diluted with ethyl ether (10 mL) and stirred until a fine suspension resulted. The precipitate was filtered under nitrogen and dried in vacuum to afford the title compound as a white solid. ESI-MS: m/z 302 (M+H)+. The reactants are C1(=CC=CC=C1)CCC(=O)NC1=C(C=CC=C1)N1CCC2=CC=CC=C12 (1-[2-(3-phenyl-1-oxo-propyl)aminophenyl]indoline), O=P(Cl)(Cl)Cl (POCl3). Reaction conditions: time 9.5 hour. The product is Cl.C1(=CC=CC=C1)CCC=1C2=C3N(C4=C(N1)C=CC=C4)CCC3=CC=C2 (1,2-dihydro-6-(2-phenylethyl)-indolo[1,7-ab][1,5]benzodiazepine hydrochloride). Reaction SMILES: [C:1]1([CH2:7][CH2:8][C:9]([NH:11][C:12]2[CH:17]=[CH:16][CH:15]=[CH:14][C:13]=2[N:18]2[C:26]3[C:21](=[CH:22][CH:23]=[CH:24][CH:25]=3)[CH2:20][CH2:19]2)=O)[CH:6]=[CH:5][CH:4]=[CH:3][CH:2]=1.O=P(Cl)(Cl)[Cl:29]>>[ClH:29].[C:1]1([CH2:7][CH2:8][C:9]2[C:25]3[CH:24]=[CH:23][CH:22]=[C:21]4[C:26]=3[N:18]([CH2:19][CH2:20]4)[C:13]3[CH:14]=[CH:15][CH:16]=[CH:17][C:12]=3[N:11]=2)[CH:6]=[CH:5][CH:4]=[CH:3][CH:2]=1 |f:2.3|. Procedure: A rapidly stirred solution of 52.65 g of 1-[2-(3-phenyl-1-oxo-propyl)aminophenyl]indoline in 200 ml POCl3 under N2 is slowly brought to 105°-115° C. After 9.5 hours, the mixture is permitted to cool to room temperature for over 48 hours. The excess POCl3 is distilled at aspirator pressure (bath temperature 55°-60° C.) to yield a solid which is triturated with hexane, filtered, washed with additional hexane, and dried at room temperature under high vacuum to yield 1,2-dihydro-6-(2-phenylethyl)-in... The reactants are C[O-].[Na+] (sodium methylate), CS(=O)C (dimethylsulfoxide), N(C1=CC=CC=C1)CCC#N (β-anilino-propionitrile), OC(CS(=O)(=O)C)C1=CC(=C(N(C(C)=O)C)C(=C1)OC)OC (4'-[1-hydroxy-2-(methylsulfonyl)-ethyl]-2',6'-dimethoxy-N-methylacetanilide). The solvent is O (water). The product is N(C1=CC=CC=C1)C=C(CC1=CC(=C(N(C(C)=O)C)C(=C1)OC)OC)C#N (4'-(3-anilino-2-cyano-allyl)-2',6'-dimethoxy-N-methyl-acetanilide). As a reaction SMILES: C[O-].[Na+].[NH:4]([CH2:11][CH2:12][C:13]#[N:14])[C:5]1[CH:10]=[CH:9][CH:8]=[CH:7][CH:6]=1.O[CH:16]([C:22]1[CH:32]=[C:31]([O:33][CH3:34])[C:25]([N:26]([CH3:30])[C:27](=[O:29])[CH3:28])=[C:24]([O:35][CH3:36])[CH:23]=1)CS(C)(=O)=O.CS(C)=O>O>[NH:4]([CH:11]=[C:12]([C:13]#[N:14])[CH2:16][C:22]1[CH:32]=[C:31]([O:33][CH3:34])[C:25]([N:26]([CH3:30])[C:27](=[O:29])[CH3:28])=[C:24]([O:35][CH3:36])[CH:23]=1)[C:5]1[CH:10]=[CH:9][CH:8]=[CH:7][CH:6]=1 |f:0.1|. Procedure details: A mixture of 3.24 g. of sodium methylate, 8.75 g. of β-anilino-propionitrile and 14.9 g. of 4'-[1-hydroxy-2-(methylsulfonyl)-ethyl]-2',6'-dimethoxy-N-methylacetanilide in 60 ml. of absolute dimethylsulfoxide was stirred at 50° C. for 4 hours with the exclusion of moisture. The solution was poured into 600 ml. of water. The resulting emulsion was extracted with two 400 ml. portions of ethyl acetate. Thereafter, the ethyl acetate extracts were washed with two 150 ml. portions of water, combined, d... Starting materials: CCN1C(=O)Cc2cccc(F)c21, [Na+], O=[N+]([O-])[O-], O, O=C(O)C(F)(F)F. The product is CCN1C(=O)Cc2cc([N+](=O)[O-])cc(F)c21. As a reaction SMILES: [CH2:1]([CH3:2])[N:3]1[C:4](=[O:13])[CH2:5][c:6]2[cH:7][cH:8][cH:9][c:10]([F:12])[c:11]21.[Na+:14].[O-:15][N+:16]([O-:17])=[O:18].[OH2:26].[OH:19][C:20]([C:21]([F:22])([F:23])[F:24])=[O:25]>>[CH2:1]([CH3:2])[N:3]1[C:4](=[O:13])[CH2:5][c:6]2[cH:7][c:8]([N+:16](=[O:15])[O-:17])[cH:9][c:10]([F:12])[c:11]21. The reactants are C1CCOC1, CI, [Mg], O, O=S(=O)(O)O, O=C(CCO)c1ccccc1-c1ccccc1. Product: CC(O)(CCO)c1ccccc1-c1ccccc1. Reaction SMILES: [CH2:27]1[O:28][CH2:29][CH2:30][CH2:31]1.[CH3:18][I:19].[Mg:20].[OH2:26].[S:21](=[O:22])(=[O:23])([OH:24])[OH:25].[c:1]1(-[c:12]2[cH:13][cH:14][cH:15][cH:16][cH:17]2)[c:2]([C:7]([CH2:8][CH2:9][OH:10])=[O:11])[cH:3][cH:4][cH:5][cH:6]1>>[c:1]1(-[c:12]2[cH:13][cH:14][cH:15][cH:16][cH:17]2)[c:2]([C:7]([CH2:8][CH2:9][OH:10])([OH:11])[CH3:18])[cH:3][cH:4][cH:5][cH:6]1. The reactants are [H][H] (hydrogen), C(C1=CC=CC=C1)OC1=C(N(C=CC1=O)CCOC(C(C)(C)C)=O)CC (3-benzyloxy-2-ethyl-1-(2-pivaloyloxyethyl)pyridin-4-one), C (charcoal). Reagents/catalysts: [Pd] (palladium on charcoal). Run in CN(C=O)C (dimethylformamide), C(C)(=O)OCC (ethyl acetate). Product: C(C)C=1N(C=CC(C1O)=O)CCOC(C(C)(C)C)=O (2-Ethyl-3-hydroxy-1-(2-pivaloyloxyethyl)pyridin-4-one). Yield: 534.9%. Reaction SMILES: C([O:8][C:9]1[C:14](=[O:15])[CH:13]=[CH:12][N:11]([CH2:16][CH2:17][O:18][C:19](=[O:24])[C:20]([CH3:23])([CH3:22])[CH3:21])[C:10]=1[CH2:25][CH3:26])C1C=CC=CC=1.[H][H].C>CN(C)C=O.[Pd].C(OCC)(=O)C>[CH2:25]([C:10]1[N:11]([CH2:16][CH2:17][O:18][C:19](=[O:24])[C:20]([CH3:23])([CH3:22])[CH3:21])[CH:12]=[CH:13][C:14](=[O:15])[C:9]=1[OH:8])[CH3:26]. Reported procedure: To a solution of 3-benzyloxy-2-ethyl-1-(2-pivaloyloxyethyl)pyridin-4-one (0.5 g) in dimethylformamide (25 ml) was added 5% palladium on charcoal catalyst (0.1 g) and the reaction mixture was stirred at room temperature under a constant stream of hydrogen for 24 hours. The dimethylformamide was then removed under high vacuum by rotary evaporation to give an oil. The solid obtained on cooling the oil was dissolved in hot ethyl acetate and the solution treated with activated charcoal, refluxed for ... The reactants are COc1c(C)c(C)c(OC)c(CC2OC2(C)CO)c1C, CO, O. Yields the product COc1c(C)c(C)c(OC)c(CCC(C)(O)CO)c1C. As a reaction SMILES: [CH3:1][O:2][c:3]1[c:4]([CH2:14][CH:15]2[C:16]([CH2:17][OH:18])([CH3:19])[O:20]2)[c:5]([CH3:13])[c:6]([O:11][CH3:12])[c:7]([CH3:10])[c:8]1[CH3:9].[CH3:21][OH:22].[OH2:23]>>[CH3:1][O:2][c:3]1[c:4]([CH2:14][CH2:15][C:16]([CH2:17][OH:18])([CH3:19])[OH:20])[c:5]([CH3:13])[c:6]([O:11][CH3:12])[c:7]([CH3:10])[c:8]1[CH3:9]. The reactants are O1CC(CC1)C(=O)N1CC2=CC=C(C=C2CC1)C(=O)NOC1OCCCC1 (2-(tetrahydrofuran-3-ylcarbonyl)-N-(tetrahydro-2H-pyran-2-yloxy)-1,2,3,4-tetrahydroisoquinoline-6-carboxamide), Cl (hydrochloric acid). Run in CO (methanol). Conditions: time 8 hour. The product is ONC(=O)C=1C=C2CCN(CC2=CC1)C(=O)C1COCC1 (N-Hydroxy-2-(tetrahydrofuran-3-ylcarbonyl)-1,2,3,4-tetrahydroisoquinoline-6-carboxamide). The yield is 102.6%. As a reaction SMILES: [O:1]1[CH2:5][CH2:4][CH:3]([C:6]([N:8]2[CH2:17][CH2:16][C:15]3[C:10](=[CH:11][CH:12]=[C:13]([C:18]([NH:20][O:21]C4CCCCO4)=[O:19])[CH:14]=3)[CH2:9]2)=[O:7])[CH2:2]1.Cl>CO>[OH:21][NH:20][C:18]([C:13]1[CH:14]=[C:15]2[C:10](=[CH:11][CH:12]=1)[CH2:9][N:8]([C:6]([CH:3]1[CH2:4][CH2:5][O:1][CH2:2]1)=[O:7])[CH2:17][CH2:16]2)=[O:19]. Procedure: A mixture of 176 mg of 2-(tetrahydrofuran-3-ylcarbonyl)-N-(tetrahydro-2H-pyran-2-yloxy)-1,2,3,4-tetrahydroisoquinoline-6-carboxamide, 6 ml methanol and 6 ml of an aqueous, 0.1 N hydrochloric acid is stirred overnight at ambient temperature. The reaction mixture is evaporated and the residue is dissolved in a mixture of water and acetonitrile and lyophilized. 140 mg of the title compound are obtained as colorless solid. MH+=291.2